From a dataset of the Open Reaction Database (ORD), a public repository of structured organic reaction records. describe an organic reaction: reactants, conditions, products, and yield The reactants are BrC1=CC=C(C=2C(C3=CC=CC=C3C(C12)=O)=O)NC(C)=O (4-bromo-1-acetylaminoanthraquinone), [OH-].[K+] (potassium hydroxide), COS(OC)(=O)=O (Dimethylsulfuric acid). The reagents and catalysts are C(C)(=O)O (acetic acid), [Br-].C(CCC)[N+](CCCC)(CCCC)CCCC (tetra-n-butyl ammonium bromide). The solvent is ClC1=CC=CC=C1 (monochlorobenzene), O (water), ClC1=CC=CC=C1 (monochlorobenzene). Run at temperature 30 celsius, time 1 hour. Yields the product BrC1=CC=C(C=2C(C3=CC=CC=C3C(C12)=O)=O)N(C(C)=O)C (4-bromo-N-acetyl-1-methylaminoanthraquinone). Yield: 95.8%. Reaction SMILES: [Br:1][C:2]1[C:15]2[C:14](=[O:16])[C:13]3[C:8](=[CH:9][CH:10]=[CH:11][CH:12]=3)[C:7](=[O:17])[C:6]=2[C:5]([NH:18][C:19](=[O:21])[CH3:20])=[CH:4][CH:3]=1.[OH-].[K+].[CH3:24]OS(=O)(=O)OC>[Br-].C([N+](CCCC)(CCCC)CCCC)CCC.C(O)(=O)C.ClC1C=CC=CC=1.O>[Br:1][C:2]1[C:15]2[C:14](=[O:16])[C:13]3[C:8](=[CH:9][CH:10]=[CH:11][CH:12]=3)[C:7](=[O:17])[C:6]=2[C:5]([N:18]([CH3:24])[C:19](=[O:21])[CH3:20])=[CH:4][CH:3]=1 |f:1.2,4.5|. Procedure: A mixture of 4-bromo-1-acetylaminoanthraquinone (purity 98%, 35.1 g), monochlorobenzene (420 g), tetra-n-butyl ammonium bromide (0.3 g) and 96% potassium hydroxide (12.0 g) was stirred for one hour while being maintained at 30° C. Dimethylsulfuric acid (25.2 g) was dropped at 30° C. over 2 hours. The mixture was stirred at 30° C. for 30 minutes, 40° C. for 2 hours and 50° C. for 4 hours, successively. After water (200 g) was added, the solution was stirred for 1 hour while being maintained at 50... Starting materials: ICCCCC=CCCCCI (1,10-Diiodo-dec-5-ene), C1(C=2C(C(N1)=O)=CC=CC2)=O.[K] (potassium phthalimide). Run in CC(=O)C (acetone). Yields the product C1(C=2C(C(N1CCCCC=CCCCCN1C(C=3C(C1=O)=CC=CC3)=O)=O)=CC=CC2)=O (1,10-dipthalimido-dec-5-ene). Reaction SMILES: I[CH2:2][CH2:3][CH2:4][CH2:5][CH:6]=[CH:7][CH2:8][CH2:9][CH2:10][CH2:11]I.[C:13]1(=[O:23])[NH:17][C:16](=[O:18])[C:15]2=[CH:19][CH:20]=[CH:21][CH:22]=[C:14]12.[K]>CC(C)=O>[C:13]1(=[O:23])[N:17]([CH2:2][CH2:3][CH2:4][CH2:5][CH:6]=[CH:7][CH2:8][CH2:9][CH2:10][CH2:11][N:17]2[C:16](=[O:18])[C:15]3=[CH:19][CH:20]=[CH:21][CH:22]=[C:14]3[C:13]2=[O:23])[C:16](=[O:18])[C:15]2=[CH:19][CH:20]=[CH:21][CH:22]=[C:14]12 |f:1.2,^1:23|. Procedure: The 1,10-Diiodo-dec-5-ene (1 equiv.) is dissolved in anhydrous acetone at ambient temperature followed by the addition of potassium phthalimide (4. equiv.). The reaction mixture is stirred until completion, washed with brine, dried over magnesium sulfate, and concentrated in vacuo. The crude product is purified via silica gel chromatography to afford 1,10-dipthalimido-dec-5-ene. Starting materials: CC(Br)Br, Cc1ccccc1Br, C1CCOC1, O=C(Cl)C(=O)Cl, [Mg]. Yields the product Cc1ccccc1C(=O)C(=O)Cl. RXN SMILES: [Br:10][CH:11]([Br:12])[CH3:13].[Br:1][c:2]1[c:3]([CH3:8])[cH:4][cH:5][cH:6][cH:7]1.[CH2:20]1[O:21][CH2:22][CH2:23][CH2:24]1.[Cl:14][C:15](=[O:16])[C:17](=[O:18])[Cl:19].[Mg:9]>>[c:2]1([C:17]([C:15]([Cl:14])=[O:16])=[O:18])[c:3]([CH3:8])[cH:4][cH:5][cH:6][cH:7]1. Reactants: FC(C1=NC(=CC(=C1C(=O)OCC)Cl)C(F)(F)F)(F)F (Ethyl 2,6-bis(trifluoromethyl)-4-chloro-3-pyridinecarboxylate), C(C)OC(=O)CCOC1=CC=C(C=C1)O (4-[(1-ethoxycarbonyl)ethoxy]phenol), C(=O)([O-])[O-].[K+].[K+] (K2CO3). Solvent: C(C(C)C)C(=O)C (methyl isobutyl ketone). The product is FC(C1=NC(=CC(=C1C(=O)OCC)OC1=CC=C(C=C1)OCCC(=O)OCC)C(F)(F)F)(F)F (Ethyl 2,6-bis(trifluoromethyl)-4-{4-[(1-ethoxycarbonyl)ethoxy]phenoxy}-3-pyridinecarboxylate). The yield is 68.8%. RXN SMILES: [F:1][C:2]([F:20])([F:19])[C:3]1[C:8]([C:9]([O:11][CH2:12][CH3:13])=[O:10])=[C:7](Cl)[CH:6]=[C:5]([C:15]([F:18])([F:17])[F:16])[N:4]=1.[CH2:21]([O:23][C:24]([CH2:26][CH2:27][O:28][C:29]1[CH:34]=[CH:33][C:32]([OH:35])=[CH:31][CH:30]=1)=[O:25])[CH3:22].C([O-])([O-])=O.[K+].[K+]>C(C(C)=O)C(C)C>[F:1][C:2]([F:20])([F:19])[C:3]1[C:8]([C:9]([O:11][CH2:12][CH3:13])=[O:10])=[C:7]([O:35][C:32]2[CH:33]=[CH:34][C:29]([O:28][CH2:27][CH2:26][C:24]([O:23][CH2:21][CH3:22])=[O:25])=[CH:30][CH:31]=2)[CH:6]=[C:5]([C:15]([F:18])([F:17])[F:16])[N:4]=1 |f:2.3.4|. Reported procedure: A 250 ml round bottom flask is charged with 3.54 g (0.011 mol) of product of Example 19, 2.31 g (0.011 mol) of 4-[(1-ethoxycarbonyl)ethoxy]phenol and 1.82 g (0.013 mol) of K2CO3 in 150 ml of methyl isobutyl ketone. This mixture was stirred at reflux for 18 hours, filtered and concentrated. The residue was taken up in ether, washed with 5% NaOH, water, dried (MgSO4) and concentrated in vacuo to afford 3.75 g of an orange oil. Purification by HPLC using 18% ethyl acetate/cyclohexane as eluting sol... Starting materials: CC(C)(C)NS(=O)(=O)c1cnc(-c2cn(-c3nc(-c4ccc(C(F)(F)F)cc4)cc(C(F)(F)F)n3)cn2)s1, ClCCl, O=C(O)C(F)(F)F. The product is NS(=O)(=O)c1cnc(-c2cn(-c3nc(-c4ccc(C(F)(F)F)cc4)cc(C(F)(F)F)n3)cn2)s1. Reaction SMILES: [C:1]([CH3:2])([CH3:3])([CH3:4])[NH:5][S:6](=[O:7])(=[O:8])[c:9]1[cH:10][n:11][c:12](-[c:14]2[n:15][cH:16][n:17](-[c:19]3[n:20][c:21](-[c:29]4[cH:30][cH:31][c:32]([C:35]([F:36])([F:37])[F:38])[cH:33][cH:34]4)[cH:22][c:23]([C:25]([F:26])([F:27])[F:28])[n:24]3)[cH:18]2)[s:13]1.[Cl:46][CH2:47][Cl:48].[F:39][C:40]([F:41])([F:42])[C:43]([OH:44])=[O:45]>>[NH2:5][S:6](=[O:7])(=[O:8])[c:9]1[cH:10][n:11][c:12](-[c:14]2[n:15][cH:16][n:17](-[c:19]3[n:20][c:21](-[c:29]4[cH:30][cH:31][c:32]([C:35]([F:36])([F:37])[F:38])[cH:33][cH:34]4)[cH:22][c:23]([C:25]([F:26])([F:27])[F:28])[n:24]3)[cH:18]2)[s:13]1. The reactants are C(C)(=O)OCC(COC(C)=O)OCN1C2=NC(=NC(=C2N=C1)Cl)N (9-(1,3-diacetoxy-2-propoxymethyl)-2-amino-6-chloropurine), C[O-].[Na+] (sodium methoxide). Solvent: CO (methanol). The product is OCC(CO)OCN1C2=NC(=NC(=C2N=C1)Cl)N (9-(1,3-Dihydroxy-2-propoxymethyl)-2-amino-6-chloropurine). RXN SMILES: C([O:4][CH2:5][CH:6]([O:12][CH2:13][N:14]1[CH:22]=[N:21][C:20]2[C:15]1=[N:16][C:17]([NH2:24])=[N:18][C:19]=2[Cl:23])[CH2:7][O:8]C(=O)C)(=O)C.C[O-].[Na+]>CO>[OH:4][CH2:5][CH:6]([O:12][CH2:13][N:14]1[CH:22]=[N:21][C:20]2[C:15]1=[N:16][C:17]([NH2:24])=[N:18][C:19]=2[Cl:23])[CH2:7][OH:8] |f:1.2|. Reported procedure: A solution of 781 mg (2.18 mmoles) of 9-(1,3-diacetoxy-2-propoxymethyl)-2-amino-6-chloropurine in 22 ml of methanol was treated with 109 mmoles (5 mole percent) of freshly prepared sodium methoxide. Within ten minutes the stirred solution became cloudy and the product precipitated gradually in the course of forty-five minutes. The product was isolated by filtration, washed with 10 ml of water and dried in vacuo over P2O5 yielding 507 mg of pure product. A 200 MHz nmr spectrum in d6DMSO was fully...